This data is from the Open Reaction Database (ORD), a public repository of structured organic reaction records. The task is: describe an organic reaction: reactants, conditions, products, and yield The reactants are COc1cccc(CC2NC(=O)CN(C(C)=O)C2=O)c1OC, NN, C1CCOC1, O. The product is COc1cccc(CC2NC(=O)CNC2=O)c1OC. Reaction SMILES: [C:1](=[O:2])([CH3:3])[N:4]1[C:5](=[O:22])[CH:6]([CH2:11][c:12]2[c:13]([O:20][CH3:21])[c:14]([O:18][CH3:19])[cH:15][cH:16][cH:17]2)[NH:7][C:8](=[O:10])[CH2:9]1.[NH2:24][NH2:25].[O:26]1[CH2:27][CH2:28][CH2:29][CH2:30]1.[OH2:23]>>[NH:4]1[C:5](=[O:22])[CH:6]([CH2:11][c:12]2[c:13]([O:20][CH3:21])[c:14]([O:18][CH3:19])[cH:15][cH:16][cH:17]2)[NH:7][C:8](=[O:10])[CH2:9]1. The reactants are COC1=CC=C2CCCC(C2=C1)=O (7-methoxy-1-tetralone), Cl.NO (hydroxylamine hyrochloride), O (water). Run in N1=CC=CC=C1 (pyridine). Yields the product C1(CCCC2=CC=CC=C12)=NO (1,2,3,4-tetrahydronaphthalen-1-one oxime). RXN SMILES: CO[C:3]1[CH:12]=[C:11]2[C:6]([CH2:7][CH2:8][CH2:9][C:10]2=O)=[CH:5][CH:4]=1.Cl.[NH2:15][OH:16].O>N1C=CC=CC=1>[C:10]1(=[N:15][OH:16])[C:11]2[C:6](=[CH:5][CH:4]=[CH:3][CH:12]=2)[CH2:7][CH2:8][CH2:9]1 |f:1.2|. Procedure details: A solution of 7-methoxy-1-tetralone (10 g; 56.8 mmol) in pyridine (28 ml) and hydroxylamine hyrochloride (9 g; 130.6 mmol) was refluxed for 12 hours. The mixture was poured into water and extracted with CH2Cl2. The organic phase was washed with 1N HCl and 0.5N NaHC3, dried over MgSO4 and evaporated to give 7-methoxy-,1,2,3,4-tetrahydronaphthalen-1-one oxime as a brown solid (10 g; 92.5%). The reactants are COc1cc(OC)nc(NC(=O)O)n1, CC#N, NS(=O)(=O)c1cccc(Cl)c1C=C1CCOC1=O, Cl, C1CCC2=NCCCN2CC1, O. Product: COc1cc(OC)nc(NC(=O)NS(=O)(=O)c2cccc(Cl)c2C=C2CCOC2=O)n1. As a reaction SMILES: [CH3:19][O:20][c:21]1[n:22][c:23]([NH:29][C:30]([OH:31])=[O:32])[n:24][c:25]([O:27][CH3:28])[cH:26]1.[CH3:45][C:46]#[N:47].[Cl:1][c:2]1[c:3]([CH:12]=[C:13]2[C:14](=[O:18])[O:15][CH2:16][CH2:17]2)[c:4]([S:8](=[O:9])(=[O:10])[NH2:11])[cH:5][cH:6][cH:7]1.[ClH:44].[N:33]12[CH2:34][CH2:35][CH2:36][N:37]=[C:38]1[CH2:39][CH2:40][CH2:41][CH2:42][CH2:43]2.[OH2:48]>>[Cl:1][c:2]1[c:3]([CH:12]=[C:13]2[C:14](=[O:18])[O:15][CH2:16][CH2:17]2)[c:4]([S:8](=[O:9])(=[O:10])[NH:11][C:30]([NH:29][c:23]2[n:22][c:21]([O:20][CH3:19])[cH:26][c:25]([O:27][CH3:28])[n:24]2)=[O:31])[cH:5][cH:6][cH:7]1. Reactants: [OH-].[Na+] (NaOH), ClC1=CC2=C(NC(=N2)SCC2=NC=CC(=C2OC)OC)C=C1 (5-chloro-2-[[(3,4-dimethoxy-2-pyridinyl)methyl]thio]-1H-benzimidazole), C(=O)(O)[O-].[Na+] (NaHCO3), C1=CC(=CC(=C1)Cl)C(=O)OO (MCPBA), C(=O)OC (HCOOCH3). The solvent is O (H2O), C(Cl)Cl (CH2Cl2), C(Cl)Cl (CH2Cl2). Run at temperature 0 celsius, time 10 minute. The product is ClC1=CC2=C(NC(=N2)S(=O)CC2=NC=CC(=C2OC)OC)C=C1 (5-chloro-2-[[(3,4-dimethoxy-2-pyridinyl)methyl]sulfinyl]-1H-benzimidazole). RXN SMILES: [Cl:1][C:2]1[CH:22]=[CH:21][C:5]2[NH:6][C:7]([S:9][CH2:10][C:11]3[C:16]([O:17][CH3:18])=[C:15]([O:19][CH3:20])[CH:14]=[CH:13][N:12]=3)=[N:8][C:4]=2[CH:3]=1.C([O-])(O)=[O:24].[Na+].C1C=C(Cl)C=C(C(OO)=O)C=1.[OH-].[Na+].C(OC)=O>C(Cl)Cl.O>[Cl:1][C:2]1[CH:22]=[CH:21][C:5]2[NH:6][C:7]([S:9]([CH2:10][C:11]3[C:16]([O:17][CH3:18])=[C:15]([O:19][CH3:20])[CH:14]=[CH:13][N:12]=3)=[O:24])=[N:8][C:4]=2[CH:3]=1 |f:1.2,4.5|. Procedure details: 5-chloro-2-[[(3,4-dimethoxy-2-pyridinyl)methyl]thio]-1H-benzimidazole (645 mg, 0.0019 mol) was dissolved in 25 ml CH2Cl2 and mixed with NaHCO3 (323 mg, 0.0038 mol) dissolved in 10 ml H2O. The stirred mixture was cooled to 0° C. and treated with MCPBA (84%, 389 mg, 0.0019 mol) dissolved in 6 ml CH2Cl2. After reacting for 10 min the layers were separated and the aqueous layer extracted with 5 ml CH2Cl2. The organic layers were combined and extracted with 20 ml water containing NaOH (154 mg, 0.0038... Reactants: ClC1=CC(=NC2=CC=C(C=C12)C)N1CCS(C2=C(C1)C=CC=C2)(=O)=O (4-(4-chloro-6-methylquinolin-2-yl)-2,3,4,5-tetrahydro-1,4-benzothiazepine 1,1-dioxide), C(N)(=O)C1N(CCC1)C(=O)OC(C)(C)C (tert-butyl 2-carbamoylpyrrolidine-1-carboxylate), CC(C)([O-])C.[Na+] (sodium tert-butoxide). Reagents/catalysts: [Pd](Cl)Cl.C1(=CC=CC=C1)P([C-]1C=CC=C1)C1=CC=CC=C1.[C-]1(C=CC=C1)P(C1=CC=CC=C1)C1=CC=CC=C1.[Fe+2] (1,1′-bis(diphenylphosphino)ferrocene-palladium(II)dichloride), C1(=CC=CC=C1)P([C-]1C=CC=C1)C1=CC=CC=C1.[C-]1(C=CC=C1)P(C1=CC=CC=C1)C1=CC=CC=C1.[Fe+2] (1,1′-bis(diphenylphosphino)ferrocene). The solvent is O1CCOCC1 (1,4-dioxane). Reaction conditions: temperature 120 celsius, time 1.5 hour. Product: O=S1(CCN(CC2=C1C=CC=C2)C2=NC1=CC=C(C=C1C(=C2)NC(=O)C2N(CCC2)C(=O)OC(C)(C)C)C)=O (tert-Butyl 2-{[2-(1,1-dioxido-2,3-dihydro-1,4-benzothiazepin-4(5H)-yl)-6-methylquinolin-4-yl]carbamoyl}pyrrolidine-1-carboxylate). Yield: 29.0%. As a reaction SMILES: Cl[C:2]1[C:11]2[C:6](=[CH:7][CH:8]=[C:9]([CH3:12])[CH:10]=2)[N:5]=[C:4]([N:13]2[CH2:19][C:18]3[CH:20]=[CH:21][CH:22]=[CH:23][C:17]=3[S:16](=[O:25])(=[O:24])[CH2:15][CH2:14]2)[CH:3]=1.[C:26]([CH:29]1[CH2:33][CH2:32][CH2:31][N:30]1[C:34]([O:36][C:37]([CH3:40])([CH3:39])[CH3:38])=[O:35])(=[O:28])[NH2:27].CC(C)([O-])C.[Na+]>O1CCOCC1.[Pd](Cl)Cl.C1(P(C2C=CC=CC=2)[C-]2C=CC=C2)C=CC=CC=1.[C-]1(P(C2C=CC=CC=2)C2C=CC=CC=2)C=CC=C1.[Fe+2].C1(P(C2C=CC=CC=2)[C-]2C=CC=C2)C=CC=CC=1.[C-]1(P(C2C=CC=CC=2)C2C=CC=CC=2)C=CC=C1.[Fe+2]>[O:24]=[S:16]1(=[O:25])[C:17]2[CH:23]=[CH:22][CH:21]=[CH:20][C:18]=2[CH2:19][N:13]([C:4]2[CH:3]=[C:2]([NH:27][C:26]([CH:29]3[CH2:33][CH2:32][CH2:31][N:30]3[C:34]([O:36][C:37]([CH3:40])([CH3:39])[CH3:38])=[O:35])=[O:28])[C:11]3[C:6](=[CH:7][CH:8]=[C:9]([CH3:12])[CH:10]=3)[N:5]=2)[CH2:14][CH2:15]1 |f:2.3,5.6.7.8,9.10.11|. Procedure: To a solution of 4-(4-chloro-6-methylquinolin-2-yl)-2,3,4,5-tetrahydro-1,4-benzothiazepine 1,1-dioxide (0.60 g, 1.6 mmol, prepared in analogy to the one in Example 2-1), tert-butyl 2-carbamoylpyrrolidine-1-carboxylate (0.34 g, 1.6 mmol), 1,1′-bis(diphenylphosphino)ferrocene-palladium(II)dichloride (0.13 g, 0.16 mmol), 1,1′-bis(diphenylphosphino)ferrocene (0.089 g, 0.16 mmol) and sodium tert-butoxide (0.307 g, 3.2 mmol) in 1,4-dioxane (25 mL) was heated with stirring for 1.5 hours at 120° C. unde...